From a dataset of the Open Reaction Database (ORD), a public repository of structured organic reaction records. describe an organic reaction: reactants, conditions, products, and yield Starting materials: COC(=O)CN1C(C=CC=2C(CCCC12)=O)=O (1-methoxycarbonylmethyl-7,8-dihydro-2,5(1H,6H)-quinolinedione). Solvent: [OH-].[Na+] (sodium hydroxide). Conditions: time 2 hour. The product is C(=O)(O)CN1C(C=CC=2C(CCCC12)=O)=O (1-Carboxymethyl-7,8-dihydro-2,5(1H,6H)-quinolinedione). As a reaction SMILES: C[O:2][C:3]([CH2:5][N:6]1[C:15]2[CH2:14][CH2:13][CH2:12][C:11](=[O:16])[C:10]=2[CH:9]=[CH:8][C:7]1=[O:17])=[O:4]>[OH-].[Na+]>[C:3]([CH2:5][N:6]1[C:15]2[CH2:14][CH2:13][CH2:12][C:11](=[O:16])[C:10]=2[CH:9]=[CH:8][C:7]1=[O:17])([OH:4])=[O:2] |f:1.2|. Procedure: Prepared by saponification from 1-methoxycarbonylmethyl-7,8-dihydro-2,5(1H,6H)-quinolinedione in 1 N sodium hydroxide solution at room temperature. The reaction mixture was adjusted to pH 2 after two hours and extracted with ethyl acetate. Starting materials: O=C([O-])[O-], CCCCNC#N, CC1(C)CS1, CCC(C)=O, [K+], [K+], O. The product is CCCCN1CC(C)(C)SC1=N. As a reaction SMILES: [C:13](=[O:14])([O-:15])[O-:16].[CH2:6]([CH2:7][CH2:8][CH3:9])[NH:10][C:11]#[N:12].[CH3:1][C:2]1([CH3:5])[S:3][CH2:4]1.[CH3:20][C:21](=[O:22])[CH2:23][CH3:24].[K+:17].[K+:18].[OH2:19]>>[CH3:1][C:2]1([CH3:5])[S:3][C:11](=[NH:12])[N:10]([CH2:6][CH2:7][CH2:8][CH3:9])[CH2:4]1. Starting materials: C[Si](C)(C)[N-][Si](C)(C)C, COc1ccc2c(=O)n(C)c(=O)[nH]c2c1, CC(C)(C)OC(=O)NC1CCN(CCOS(C)(=O)=O)CC1, COc1ccc2ccc(=O)n(CCN3CCC(NC(=O)OC(C)(C)C)CC3)c2c1, CO, ClCCl, [Li+]. Yields the product COc1ccc2c(=O)n(C)c(=O)n(CCN3CCC(NC(=O)OC(C)(C)C)CC3)c2c1. As a reaction SMILES: [CH3:16][Si:17]([N-:18][Si:19]([CH3:20])([CH3:21])[CH3:22])([CH3:23])[CH3:24].[CH3:1][O:2][c:3]1[cH:4][cH:5][c:6]2[c:7](=[O:15])[n:8]([CH3:14])[c:9](=[O:13])[nH:10][c:11]2[cH:12]1.[CH3:26][S:27]([O:28][CH2:31][CH2:32][N:33]1[CH2:34][CH2:35][CH:36]([NH:39][C:40](=[O:41])[O:42][C:43]([CH3:44])([CH3:45])[CH3:46])[CH2:37][CH2:38]1)(=[O:29])=[O:30].[CH3:47][O:48][c:49]1[cH:50][c:51]2[c:52]([cH:53][cH:54][c:55](=[O:56])[n:57]2[CH2:58][CH2:59][N:60]2[CH2:61][CH2:62][CH:63]([NH:64][C:65](=[O:66])[O:67][C:68]([CH3:69])([CH3:70])[CH3:71])[CH2:72][CH2:73]2)[cH:74][cH:75]1.[CH3:76][OH:77].[Cl:78][CH2:79][Cl:80].[Li+:25]>>[CH3:1][O:2][c:3]1[cH:4][cH:5][c:6]2[c:7](=[O:15])[n:8]([CH3:14])[c:9](=[O:13])[n:10]([CH2:31][CH2:32][N:33]3[CH2:34][CH2:35][CH:36]([NH:39][C:40](=[O:41])[O:42][C:43]([CH3:44])([CH3:45])[CH3:46])[CH2:37][CH2:38]3)[c:11]2[cH:12]1. Starting materials: CC(=O)Oc1ccc(C=C2Oc3ccccc3NC2=O)cc1, Cl, [Na+], [OH-]. Product: O=C1Nc2ccccc2OC1=Cc1ccc(O)cc1. Reaction SMILES: [C:1](=[O:2])([CH3:3])[O:4][c:5]1[cH:6][cH:7][c:8]([CH:11]=[C:12]2[O:13][c:14]3[c:15]([cH:19][cH:20][cH:21][cH:22]3)[NH:16][C:17]2=[O:18])[cH:9][cH:10]1.[ClH:23].[Na+:25].[OH-:24]>>[OH:4][c:5]1[cH:6][cH:7][c:8]([CH:11]=[C:12]2[O:13][c:14]3[c:15]([cH:19][cH:20][cH:21][cH:22]3)[NH:16][C:17]2=[O:18])[cH:9][cH:10]1. The reactants are COC1=CC2=C(CC(NC=C2)=O)C=C1OC (7,8-dimethoxy-1,3-dihydro-2H-3-benzazepin-2-one), C(C)OC(CCCl)OCC (3-chloro-propionaldehyde diethylacetal). Product: C(C)OC(CCN1C=CC2=C(CC1=O)C=C(C(=C2)OC)OC)OCC (3-(7,8-Dimethoxy-1,3-dihydro-2H-3-benzazepin-2-on-3-yl)-propionaldehyde diethylacetal). RXN SMILES: [CH3:1][O:2][C:3]1[C:14]([O:15][CH3:16])=[CH:13][C:6]2[CH2:7][C:8](=[O:12])[NH:9][CH:10]=[CH:11][C:5]=2[CH:4]=1.[CH2:17]([O:19][CH:20]([O:24][CH2:25][CH3:26])[CH2:21][CH2:22]Cl)[CH3:18]>>[CH2:17]([O:19][CH:20]([O:24][CH2:25][CH3:26])[CH2:21][CH2:22][N:9]1[C:8](=[O:12])[CH2:7][C:6]2[CH:13]=[C:14]([O:15][CH3:16])[C:3]([O:2][CH3:1])=[CH:4][C:5]=2[CH:11]=[CH:10]1)[CH3:18]. Reported procedure: This compound is prepared analogously to Example I(a) by reacting 7,8-dimethoxy-1,3-dihydro-2H-3-benzazepin-2-one with 3-chloro-propionaldehyde diethylacetal. Reactants: N[C@@H](C)C(=O)O (L-alanine), [OH-].[Na+] (sodium hydroxide), O=C(C(=O)OCC)CCC (ethyl 2-oxopentanoate). Reagents/catalysts: [Pd] (palladium-on-carbon). Solvent: O (water), O (water). Conditions: time 30 minute. Product: CCC[C@@H](C(=O)OCC)N[C@@H](C)C(=O)O (N-[(S)-Ethoxycarbonyl-1-Butyl]-(S)-Alanine). Reaction SMILES: [NH2:1][C@H:2]([C:4]([OH:6])=[O:5])[CH3:3].[OH-].[Na+].O=[C:10]([CH2:16][CH2:17][CH3:18])[C:11]([O:13][CH2:14][CH3:15])=[O:12]>O.[Pd]>[CH3:18][CH2:17][CH2:16][C@H:10]([NH:1][C@H:2]([C:4]([OH:6])=[O:5])[CH3:3])[C:11]([O:13][CH2:14][CH3:15])=[O:12] |f:1.2|. Reported procedure: Into a tank, fitted with a stirrer, introduce 25 kg of L-alanine dissolved in water, 1.1 kg of sodium hydroxide and 36 kg of ethyl 2-oxopentanoate. Stir the reaction mixture for 30 minutes. Into a hydrogenation apparatus introduce 5% palladium-on-carbon suspended in water, then the mixture obtained above. Hydrogenate at ambient temperature at a pressure of 1 bar until the theoretical amount of hydrogen has been absorbed. Remove the catalyst by filtration, then add concentrated hydrochloric acid ... Starting materials: CN(CC(CC=O)c1ccc(F)cc1)C(=O)c1cc(Br)cc(C(F)(F)F)c1, CC(=O)O[BH-](OC(C)=O)OC(C)=O, ClCCl, CO, CCN(C(C)C)C(C)C, O=C(C1CCN(C2CNC2)CC1)N1CCC1, [Na+]. Product: CN(CC(CCN1CC(N2CCC(C(=O)N3CCC3)CC2)C1)c1ccc(F)cc1)C(=O)c1cc(Br)cc(C(F)(F)F)c1. RXN SMILES: [Br:1][c:2]1[cH:3][c:4]([C:5](=[O:6])[N:7]([CH3:8])[CH2:9][CH:10]([CH2:11][CH:12]=[O:13])[c:14]2[cH:15][cH:16][c:17]([F:20])[cH:18][cH:19]2)[cH:21][c:22]([C:24]([F:25])([F:26])[F:27])[cH:23]1.[C:53]([O:54][BH-:55]([O:56][C:57](=[O:58])[CH3:59])[O:60][C:61](=[O:62])[CH3:63])(=[O:64])[CH3:65].[CH2:67]([Cl:68])[Cl:69].[CH3:70][OH:71].[CH:44]([N:45]([CH2:46][CH3:47])[CH:48]([CH3:49])[CH3:50])([CH3:51])[CH3:52].[NH:28]1[CH2:29][CH:30]([N:32]2[CH2:33][CH2:34][CH:35]([C:38](=[O:39])[N:40]3[CH2:41][CH2:42][CH2:43]3)[CH2:36][CH2:37]2)[CH2:31]1.[Na+:66]>>[Br:1][c:2]1[cH:3][c:4]([C:5](=[O:6])[N:7]([CH3:8])[CH2:9][CH:10]([CH2:11][CH2:12][N:28]2[CH2:29][CH:30]([N:32]3[CH2:33][CH2:34][CH:35]([C:38](=[O:39])[N:40]4[CH2:41][CH2:42][CH2:43]4)[CH2:36][CH2:37]3)[CH2:31]2)[c:14]2[cH:15][cH:16][c:17]([F:20])[cH:18][cH:19]2)[cH:21][c:22]([C:24]([F:25])([F:26])[F:27])[cH:23]1.